This data is from the Open Reaction Database (ORD), a public repository of structured organic reaction records. The task is: describe an organic reaction: reactants, conditions, products, and yield Starting materials: C1OC2=CC(=C(C(=O)NC3=NN=NN3)C=C2O1)[N+](=O)[O-] (4,5-methylenedioxy-2-nitro-N-(1H-tetrazol-5-yl)benzamide), [OH-].[Na+] (sodium hydroxide). The reagents and catalysts are [Pd] (Pd/C). The solvent is O (water). Yields the product NC1=C(C(=O)NC2=NN=NN2)C=C2C(=C1)OCO2 (2-amino-4,5-methylenedioxy-N-(1H-tetrazol-5-yl)benzamide). RXN SMILES: [CH2:1]1[O:17][C:16]2[C:3](=[CH:4][C:5]([N+:18]([O-])=O)=[C:6]([CH:15]=2)[C:7]([NH:9][C:10]2[NH:14][N:13]=[N:12][N:11]=2)=[O:8])[O:2]1.[OH-].[Na+]>[Pd].O>[NH2:18][C:5]1[CH:4]=[C:3]2[O:2][CH2:1][O:17][C:16]2=[CH:15][C:6]=1[C:7]([NH:9][C:10]1[NH:11][N:12]=[N:13][N:14]=1)=[O:8] |f:1.2|. Procedure: Hydrogenation of 10 g of 4,5-methylenedioxy-2-nitro-N-(1H-tetrazol-5-yl)benzamide in 40 ml of aqueous 1N sodium hydroxide solution and 160 ml of water and using 1 g of 10% Pd/C gave 2-amino-4,5-methylenedioxy-N-(1H-tetrazol-5-yl)benzamide as brown needles melting at about 255° C. (dec) after recrystallization from a mixture of dimethylformamide and water. Reactants: O=C([O-])[O-], CC(=O)Oc1ccc(C(=O)Nc2cc(-c3cccc(Cl)c3)ccc2C(=O)O)cc1, CO, [K+], [K+], C1CCOC1. The product is O=C(Nc1cc(-c2cccc(Cl)c2)ccc1C(=O)O)c1ccc(O)cc1. Reaction SMILES: [C:1](=[O:2])([O-:3])[O-:4].[C:9](=[O:10])([CH3:11])[O:12][c:13]1[cH:14][cH:15][c:16]([C:17](=[O:18])[NH:19][c:20]2[c:21]([C:22](=[O:23])[OH:24])[cH:25][cH:26][c:27](-[c:29]3[cH:30][c:31]([Cl:35])[cH:32][cH:33][cH:34]3)[cH:28]2)[cH:36][cH:37]1.[CH3:7][OH:8].[K+:5].[K+:6].[O:38]1[CH2:39][CH2:40][CH2:41][CH2:42]1>>[OH:12][c:13]1[cH:14][cH:15][c:16]([C:17](=[O:18])[NH:19][c:20]2[c:21]([C:22](=[O:23])[OH:24])[cH:25][cH:26][c:27](-[c:29]3[cH:30][c:31]([Cl:35])[cH:32][cH:33][cH:34]3)[cH:28]2)[cH:36][cH:37]1. Reactants: ClCC#N (chloroacetonitrile), [Na] (sodium), Cl.C(N)(=O)O[C@H]1CNCC1 ((3R)-3-carbamoyloxypyrrolidine hydrochloride). Run in CO (methanol). Run at time 60 minute. The product is Cl.C(N)(=O)O[C@H]1CN(CC1)C(CCl)=N (2-[(3R)-3-carbamoyloxypyrrolidin-1-yl]-2-iminoethylchloride hydrochloride). RXN SMILES: [Cl:1][CH2:2][C:3]#[N:4].[Na].Cl.[C:7]([O:10][C@@H:11]1[CH2:15][CH2:14][NH:13][CH2:12]1)(=[O:9])[NH2:8]>CO>[ClH:1].[C:7]([O:10][C@@H:11]1[CH2:15][CH2:14][N:13]([C:3](=[NH:4])[CH2:2][Cl:1])[CH2:12]1)(=[O:9])[NH2:8] |f:2.3,5.6,^1:4|. Procedure: 0.646 ml of chloroacetonitrile was added to a solution of 23 mg of metallic sodium in 8 ml of absolute methanol, the mixture was stirred for about 60 minutes at room temperature, 1.70 g of (3R)-3-carbamoyloxypyrrolidine hydrochloride were then added, and the mixture was stirred for a further 3 hours. After completion of the reaction, a small amount of insoluble material was filtered off and the solvent was stripped off from the filtrate. Ether was added to the residue, and the precipitated cryst... Reactants: stainless steel, C(C)(C)OC(=O)OOC(=O)OC(C)C (diisopropylperoxydicarbonate), aqueous solution, C(=C)Cl (vinyl chloride), C(=C)Cl (VCL), polyvinyl alcohol. Reaction conditions: time 6 hour. Yields the product C(C)(C)(C)OC(=O)O[O-].C(=C)Cl (t-Butylperoxycarbonate Vinyl chloride). RXN SMILES: [CH:1]([Cl:3])=[CH2:2].C(OC([O:10][O:11][C:12]([O:14][CH:15]([CH3:17])[CH3:16])=[O:13])=O)(C)C>>[C:15]([O:14][C:12]([O:11][O-:10])=[O:13])([CH3:17])([CH3:1])[CH3:16].[CH:1]([Cl:3])=[CH2:2] |f:2.3|. Procedure: Into an autoclave of 300 ml capacity made of stainless steel, there were charged 0.6 g of BPAC of 94% purity, 29.4 g of vinyl chloride (hereinafter referred to as VCL) of 100% purity and 0.01 g of diisopropylperoxydicarbonate of 99% purity and further 100 ml of 0.2% aqueous solution of polyvinyl alcohol (degree of saponification 89%). After the atmospheric environment in the autoclave was replaced with nitrogen, polymerization was carried out at 52° C. for 6 hours. Reactants: NC=1N=C(C2=C(N1)NC=C2)NNC(=O)C=2OC=CC2 (N′-(2-amino-7H-pyrrolo[2,3-d]pyrimidin-4-yl)furan-2-carbohydrazide), C/C(=N\[Si](C)(C)C)/O[Si](C)(C)C (N,O-bis(trimethylsilyl)acetamide), CC1(C(C(N=[SiH][SiH2]1)(C)C)(C)C)C (hexamethyldisilazine). Reaction conditions: temperature 120 celsius. Product: O1C(=CC=C1)C1=NN2C(=NC3=C(C2=N1)C=CN3)N (2-(furan-2-yl)-7H-pyrrolo[3,2-e][1,2,4]triazolo[1,5-c]pyrimidin-5-amine). Reaction SMILES: [NH2:1][C:2]1[N:3]=[C:4]([NH:11][NH:12][C:13]([C:15]2[O:16][CH:17]=[CH:18][CH:19]=2)=O)[C:5]2[CH:10]=[CH:9][NH:8][C:6]=2[N:7]=1.C/C(/O[Si](C)(C)C)=N\[Si](C)(C)C.CC1(C)[SiH2][SiH]=NC(C)(C)C1(C)C>>[O:16]1[CH:17]=[CH:18][CH:19]=[C:15]1[C:13]1[N:3]=[C:4]2[N:11]([C:2]([NH2:1])=[N:7][C:6]3[NH:8][CH:9]=[CH:10][C:5]=32)[N:12]=1. Procedure: A mixture of the title A compound, N′-(2-amino-7H-pyrrolo[2,3-d]pyrimidin-4-yl)furan-2-carbohydrazide (0.4 g, 1.55 mmol), N,O-bis(trimethylsilyl)acetamide (1.89 g, 9.3 mmol) and 2 mL of hexamethyldisilazine is heated at 120° C. overnight. After removing volatiles under vacuum, the residue is washed with 5 mL of water and the collected solid is purified by flash chromatography using EtOAc/MeOH (95/5) as eluent to give 2-(furan-2-yl)-7H-pyrrolo[3,2-e][1,2,4]triazolo[1,5-c]pyrimidin-5-amine: LC/MS ... Starting materials: C([O-])([O-])=O.[Cs+].[Cs+] (cesium carbonate), C1(=CC=C(C=C1)S(=O)(=O)OCCOS(=O)(=O)C1=CC=C(C=C1)C)C (ethylene glycol bis-p-toluenesulfonate), C(C)(C)(C)OC(=O)N1CCC(CC1)CCC(=O)N1C[C@@H](CCC1)C(N[C@@H](CC(=O)OC(C)(C)C)C1=CC=C(C=C1)O)=O (4-(3-{(R)-3-[(S)-2-tert-butoxycarbonyl-1-(4-hydroxy-phenyl)-ethylcarbamoyl]-piperidin-1-yl}-3-oxo-propyl)-piperidine-1-carboxylic acid tert-butyl ester). The solvent is CN(C=O)C (N,N-dimethylformamide). Conditions: time 20 hour. Yields the product C(C)(C)(C)OC(C[C@@H](C1=CC=C(C=C1)OCCOS(=O)(=O)C1=CC=C(C=C1)C)NC(=O)[C@H]1CN(CCC1)C(CCC1CCN(CC1)C(=O)OC(C)(C)C)=O)=O (tert-butyl 4-{3-[(3R)-3-({(1S)-3-tert-butoxy-1-[4-(2-{[(4-methylphenyl)sulfonyl]oxy}ethoxy)phenyl]-3-oxopropyl}carbamoyl)piperidin-1-yl]-3-oxopropyl}piperidine-1-carboxylate). Isolated yield 62.8%. Reaction SMILES: [C:1]([O:5][C:6]([N:8]1[CH2:13][CH2:12][CH:11]([CH2:14][CH2:15][C:16]([N:18]2[CH2:23][CH2:22][CH2:21][C@@H:20]([C:24](=[O:42])[NH:25][C@H:26]([C:35]3[CH:40]=[CH:39][C:38]([OH:41])=[CH:37][CH:36]=3)[CH2:27][C:28]([O:30][C:31]([CH3:34])([CH3:33])[CH3:32])=[O:29])[CH2:19]2)=[O:17])[CH2:10][CH2:9]1)=[O:7])([CH3:4])([CH3:3])[CH3:2].C(=O)([O-])[O-].[Cs+].[Cs+].[C:49]1([CH3:72])[CH:54]=[CH:53][C:52]([S:55]([O:58][CH2:59][CH2:60]OS(C2C=CC(C)=CC=2)(=O)=O)(=[O:57])=[O:56])=[CH:51][CH:50]=1>CN(C)C=O>[C:31]([O:30][C:28](=[O:29])[CH2:27][C@H:26]([NH:25][C:24]([C@@H:20]1[CH2:21][CH2:22][CH2:23][N:18]([C:16](=[O:17])[CH2:15][CH2:14][CH:11]2[CH2:10][CH2:9][N:8]([C:6]([O:5][C:1]([CH3:2])([CH3:3])[CH3:4])=[O:7])[CH2:13][CH2:12]2)[CH2:19]1)=[O:42])[C:35]1[CH:40]=[CH:39][C:38]([O:41][CH2:60][CH2:59][O:58][S:55]([C:52]2[CH:53]=[CH:54][C:49]([CH3:72])=[CH:50][CH:51]=2)(=[O:57])=[O:56])=[CH:37][CH:36]=1)([CH3:32])([CH3:33])[CH3:34] |f:1.2.3|. Reported procedure: 270.0 mg (0.46 mmol) 4-(3-{(R)-3-[(S)-2-tert-butoxycarbonyl-1-(4-hydroxy-phenyl)-ethylcarbamoyl]-piperidin-1-yl}-3-oxo-propyl)-piperidine-1-carboxylic acid tert-butyl ester were dissolved in 17.7 ml N,N-dimethylformamide. 449 mg (1.38 mmol) cesium carbonate and 255.3 mg (0.69 mmol) ethylene glycol bis-p-toluenesulfonate were added. The mixture was stirred at room temperature for 20 hours and concentrated. The remainder was taken up with saturated ammonium chloride solution and ethyl acetate. The... The reactants are C(C)OC(C1C(C2=CC=CC=C2OC12CCN(CC2)C(=O)OC(C)(C)C)=O)OCC (tert-butyl 3-(diethoxymethyl)-4-oxo-spiro[chromane-2,4′-piperidine]-1′-carboxylate), Cl (hydrochloric acid). The solvent is C1(=CC=CC=C1)C (toluene). Reaction conditions: temperature 60 celsius. Yields the product Cl.C(C)O\C=C\1/C(C2=CC=CC=C2OC12CCNCC2)=O ((Z)-3-(ethoxymethylene)spiro[chroman-2,4′-piperidin]-4-one hydrochloride). The yield is 63.2%. Reaction SMILES: [CH2:1]([O:3][CH:4](OCC)[CH:5]1[C:14]2([CH2:19][CH2:18][N:17](C(OC(C)(C)C)=O)[CH2:16][CH2:15]2)[O:13][C:12]2[C:7](=[CH:8][CH:9]=[CH:10][CH:11]=2)[C:6]1=[O:27])[CH3:2].[ClH:31]>C1(C)C=CC=CC=1>[ClH:31].[CH2:1]([O:3]/[CH:4]=[C:5]1\[C:6](=[O:27])[C:7]2[C:12]([O:13][C:14]3\1[CH2:19][CH2:18][NH:17][CH2:16][CH2:15]3)=[CH:11][CH:10]=[CH:9][CH:8]=2)[CH3:2] |f:3.4|. Procedure details: To tert-butyl 3-(diethoxymethyl)-4-oxo-spiro[chromane-2,4′-piperidine]-1′-carboxylate (33.0 g, 78.7 mmol) in toluene (73.33 mL) was added hydrochloric acid (68.8 mL of 4.0 M in dioxane, 275 mmol). The reaction mixture was heated at 60° C. for 15 min. Most of the solvent was removed under vacuum, and the tan slurry was filtered using a medium frit. The solids were washed with 500 mL of toluene. The solids were dried to give (Z)-3-(ethoxymethylene)spiro[chroman-2,4′-piperidin]-4-one hydrochloride ... The reactants are BrC=1C=CC(=C(C1)C=CC)F (5-bromo-2-fluoro-1-(1-propenyl) benzene), N(=NC(C#N)(C)C)C(C#N)(C)C (azobisisobutyronitrile), BrN1C(CCC1=O)=O (N-bromosuccinimide). Run in C(Cl)(Cl)(Cl)Cl (carbon tetrachloride). Product: BrC=1C=CC(=C(C1)C=CCBr)F (5-Bromo-1-(3-bromo-1-propenyl)-2-fluorobenzene). Reaction SMILES: [Br:1][C:2]1[CH:3]=[CH:4][C:5]([F:11])=[C:6]([CH:8]=[CH:9][CH3:10])[CH:7]=1.N(C(C)(C)C#N)=NC(C)(C)C#N.[Br:24]N1C(=O)CCC1=O>C(Cl)(Cl)(Cl)Cl>[Br:1][C:2]1[CH:3]=[CH:4][C:5]([F:11])=[C:6]([CH:8]=[CH:9][CH2:10][Br:24])[CH:7]=1. Procedure details: A mixture of 4.3 g (0.02 mol) of 5-bromo-2-fluoro-1-(1-propenyl) benzene, 100 ml of carbon tetrachloride, 0.07 g of azobisisobutyronitrile and 3.6 g (0.02 mol) of N-bromosuccinimide is heated for 5 h at reflux. The solid is filtered, the filtrate is evaporated under vacuum and the residue used without other purification in the following stage: Yd.: 5.4 g (91%)